This data is from the Open Reaction Database (ORD), a public repository of structured organic reaction records. The task is: describe an organic reaction: reactants, conditions, products, and yield Reactants: C(C)OC(CC(C1=C(C=CC=C1)N=NC1=CC=CC=C1)=O)=O (2-phenylazobenzoylacetic acid ethyl ester), C(C)(=O)[O-].[NH4+] (ammonium acetate), C(C)O (ethanol). The reagents and catalysts are O.O.[Cu](Cl)Cl (copper-(II) chloride dihydrate). The product is C(C)OC(=O)C1=NN(N=C1C1=CC=CC=C1)C1=CC=CC=C1 (2,5-Diphenyl-1,2,3-triazole-carboxylic acid ethyl ester). Reaction SMILES: C(OC(=O)C[C:6](=O)[C:7]1[CH:12]=[CH:11][CH:10]=[CH:9][C:8]=1[N:13]=[N:14][C:15]1[CH:20]=[CH:19][CH:18]=[CH:17][CH:16]=1)C.[C:23]([O-:26])(=[O:25])[CH3:24].[NH4+:27].[CH2:28](O)[CH3:29]>O.O.[Cu](Cl)Cl>[CH2:28]([O:25][C:23]([C:24]1[C:8]([C:7]2[CH:6]=[CH:9][CH:10]=[CH:11][CH:12]=2)=[N:13][N:14]([C:15]2[CH:16]=[CH:17][CH:18]=[CH:19][CH:20]=2)[N:27]=1)=[O:26])[CH3:29] |f:1.2,4.5.6|. Procedure details: 2,5-Diphenyl-1,2,3-triazole-carboxylic acid ethyl ester was prepared analogously to the process described in Swiss Patent Specification 552,603, starting from 2-phenylazobenzoylacetic acid ethyl ester and ammonium acetate, in the presence of copper-(II) chloride dihydrate, in ethanol. Reactants: C(C)(C)(C)S(=O)(=O)CC(=O)OC (methyl t-butylsulphonyl-acetate), [NH2-].[Li+] (lithium amide), OC1CC(NC(C1)(C)C)(C)C (4-hydroxy-2,2,6,6-tetramethylpiperidine). The solvent is C=1(C(=CC=CC1)C)C (xylene), C=1(C(=CC=CC1)C)C (xylene). Conditions: time 12 hour. Yields the product C(C)(C)(C)S(=O)(=O)CC(=O)OC1CC(NC(C1)(C)C)(C)C (2,2,6,6-tetramethyl-4-piperidinyl t-butyl-sulphonyl-acetate). As a reaction SMILES: [C:1]([S:5]([CH2:8][C:9]([O:11][CH3:12])=[O:10])(=[O:7])=[O:6])([CH3:4])([CH3:3])[CH3:2].OC1[CH2:19][C:18]([CH3:21])([CH3:20])[NH:17][C:16]([CH3:23])([CH3:22])[CH2:15]1.[NH2-].[Li+]>C1(C)C(C)=CC=CC=1>[C:1]([S:5]([CH2:8][C:9]([O:11][CH:12]1[CH2:19][C:18]([CH3:21])([CH3:20])[NH:17][C:16]([CH3:23])([CH3:22])[CH2:15]1)=[O:10])(=[O:7])=[O:6])([CH3:4])([CH3:3])[CH3:2] |f:2.3|. Procedure: 38.8 g (0.2 mol) of methyl t-butylsulphonyl-acetate, prepared according to the method of von Leusen and Strating, Rec. Trav, Chim. 84, 140 (1965), and 31.4 g (0.2 mol) of 4-hydroxy-2,2,6,6-tetramethylpiperidine are dissolved in 50 ml of xylene. The mixture is warmed to 130°, 0.2 g of lithium amide in 50 ml of xylene is added and the mixture is stirred for 12 hours at 130°-140°. The xylene is removed in vacuo and the residue is distilled to give 2,2,6,6-tetramethyl-4-piperidinyl t-butyl-sulphonyl... Reactants: C=Nc1c(C)cccc1CC, C[O-], CCCCCC, CN(C)C=O, [Na+], O=C1NCCO1. Product: CCc1cccc(C)c1NCN1CCOC1=O. Reaction SMILES: [CH2:1]=[N:2][c:3]1[c:4]([CH3:11])[cH:5][cH:6][cH:7][c:8]1[CH2:9][CH3:10].[CH3:18][O-:19].[CH3:21][CH2:22][CH2:23][CH2:24][CH2:25][CH3:26].[CH3:27][N:28]([CH3:29])[CH:30]=[O:31].[Na+:20].[O:12]1[C:13](=[O:17])[NH:14][CH2:15][CH2:16]1>>[CH2:1]([NH:2][c:3]1[c:4]([CH3:11])[cH:5][cH:6][cH:7][c:8]1[CH2:9][CH3:10])[N:14]1[C:13](=[O:17])[O:12][CH2:16][CH2:15]1. Procedure: To 50 ml of 6 N hydrochloric acid was added 11.8 g of 2-amino-4-chloro-5-sulfamylaniline and 10.4 g of 2-methylbenzyl cyanide. The reaction was refluxed for 22 hours and then concentrated in vacuo to a solid which was then added with stirring to 200 ml of 38% ammonium hydroxide. Filtration provided the free base as a semi-gum which was dissolved in 500 ml of methanol. The methanol solution was brought to a boil, charcoal added, and boiling continued for five minutes. Upon cooling, the suspension... The solvent is CO (methanol), CO (methanol). Yields the product ClC1=CC2=C(NC(=N2)CC2=C(C=CC=C2)C)C=C1S(N)(=O)=O (5-Chloro-2-(2-Methylbenzyl)-6-Sulfamyl-1H-Benzimidazole). Run at time 5 minute. Reactants: Cl (hydrochloric acid), NC1=C(N)C=C(C(=C1)Cl)S(N)(=O)=O (2-amino-4-chloro-5-sulfamylaniline), CC1=C(CC#N)C=CC=C1 (2-methylbenzyl cyanide), C (charcoal). Reaction SMILES: Cl.[NH2:2][C:3]1[CH:9]=[C:8]([Cl:10])[C:7]([S:11](=[O:14])(=[O:13])[NH2:12])=[CH:6][C:4]=1[NH2:5].[CH3:15][C:16]1[CH:24]=[CH:23][CH:22]=[CH:21][C:17]=1[CH2:18][C:19]#N.C>CO>[Cl:10][C:8]1[C:7]([S:11](=[O:13])(=[O:14])[NH2:12])=[CH:6][C:4]2[NH:5][C:19]([CH2:18][C:17]3[CH:21]=[CH:22][CH:23]=[CH:24][C:16]=3[CH3:15])=[N:2][C:3]=2[CH:9]=1. Starting materials: C([O-])([O-])=O.[K+].[K+] (Potassium carbonate), CI (methyl iodide), BrC=1C(=O)N(C(C1C1=CNC2=CC=C(C=C12)C)=O)C (2-bromo-3-(5-methyl-1H-indol-3-yl)-N-methylmaleimide), [Cl-].[Na+] (sodium chloride). Run in CN(C)C=O (DMF). Reaction conditions: time 1.5 hour. Yields the product BrC=1C(=O)N(C(C1C1=CN(C2=CC=C(C=C12)C)C)=O)C (2-bromo-3-(1,5-dimethyl-1H-indol-3-yl)-N-methylmaleimide). Yield: 96.8%. As a reaction SMILES: [C:1](=O)([O-])[O-].[K+].[K+].CI.[Br:9][C:10]1[C:11]([N:13]([CH3:27])[C:14](=[O:26])[C:15]=1[C:16]1[C:24]2[C:19](=[CH:20][CH:21]=[C:22]([CH3:25])[CH:23]=2)[NH:18][CH:17]=1)=[O:12].[Cl-].[Na+]>CN(C=O)C>[Br:9][C:10]1[C:11]([N:13]([CH3:27])[C:14](=[O:26])[C:15]=1[C:16]1[C:24]2[C:19](=[CH:20][CH:21]=[C:22]([CH3:25])[CH:23]=2)[N:18]([CH3:1])[CH:17]=1)=[O:12] |f:0.1.2,5.6|. Procedure: Potassium carbonate (130 mg, 0.94 mmol) and methyl iodide (0.06 mL, 0.94 mmol) were added under ice cooling to 2-bromo-3-(5-methyl-1H-indol-3-yl)-N-methylmaleimide (100 mg, 0.31 mmol) dissolved in DMF (5 mL), and the whole was stirred for 1.5 hours. The reaction mixture was warmed to room temperature, added with saturated aqueous sodium chloride solution, and extracted with ethyl acetate. The extract was dried over sodium sulfate, and then concentrated under reduced pressure. The residue was pur... Starting materials: C(=O)(N1C=NC=C1)N1C=NC=C1 (carbonyldiimidazole), ClC1=C(C(=CC=C1)F)C1C(=C(NC(=C1C(=O)O)C)C)C(=O)OC1CCCC1 (4-(2-chloro-6-fluorophenyl)-3-cyclopentyloxycarbonyl-1.4-dihydro-2,6-dimethylpyridine-5-carboxylic acid), C1(=CC=CC=C1)C.C(C)(=O)OCC (toluene ethyl acetate). Solvent: O1CCCC1 (tetrahydrofuran). Yields the product ClC1=C(C(=CC=C1)F)C1C(=C(NC(=C1C(=O)N1C=NC=C1)C)C)C(=O)OC1CCCC1 (Cyclopentyl 4-(2-chloro-6-fluorophenyl)-1,4-dihydro-5-(1-imidazolylcarbonyl)-2,6-dimethylpyridine-3-carboxylate). Reaction SMILES: [C:1]([N:8]1[CH:12]=[CH:11][N:10]=[CH:9]1)(N1C=CN=C1)=[O:2].[Cl:13][C:14]1[CH:19]=[CH:18][CH:17]=[C:16]([F:20])[C:15]=1[CH:21]1[C:26](C(O)=O)=[C:25]([CH3:30])[NH:24][C:23]([CH3:31])=[C:22]1[C:32]([O:34][CH:35]1[CH2:39][CH2:38][CH2:37][CH2:36]1)=[O:33].C1(C)C=CC=CC=1.C(OCC)(=O)C>O1CCCC1>[Cl:13][C:14]1[CH:19]=[CH:18][CH:17]=[C:16]([F:20])[C:15]=1[CH:21]1[C:26]([C:1]([N:8]2[CH:12]=[CH:11][N:10]=[CH:9]2)=[O:2])=[C:25]([CH3:30])[NH:24][C:23]([CH3:31])=[C:22]1[C:32]([O:34][CH:35]1[CH2:39][CH2:38][CH2:37][CH2:36]1)=[O:33] |f:2.3|. Procedure: 13.6 g (83 mmol) of carbonyldiimidazole are added to 33.0 g (83 mmol) of 4-(2-chloro-6-fluorophenyl)-3-cyclopentyloxycarbonyl-1.4-dihydro-2,6-dimethylpyridine-5-carboxylic acid in 350 ml of tetrahydrofuran and the mixture is heated to reflux for 3 h. Thin-layer chromatographic checking (silica gel, toluene/ethyl acetate 1:1) shows complete reaction, after which the reaction mixture is concentrated, the residue is taken up in ethyl acetate, and the solution is washed twice with water, dried over ...